This data is from the Open Reaction Database (ORD), a public repository of structured organic reaction records. The task is: describe an organic reaction: reactants, conditions, products, and yield Starting materials: N1=CC=C(C=C1)NC1=C(C=CC=C1)N (N-(4-pyridyl)-o-phenylenediamine), O1C=C(C=C1)/C=C/C(=O)Cl ((E)-3-(3-furyl)acryloyl chloride), N1=CC=C(C=C1)N1C(=NC2=C1C=CC=C2)\C=C\C2=CC=CC=C2 ((E)-1-(4-Pyridyl)-2-styryl-1H-benzimidazole). Product: O1C=C(C=C1)/C=C/C1=NC2=C(N1C1=CC=NC=C1)C=CC=C2 ((E)-2-[2-(3-Furyl)ethenyl]-1-(4-pyridyl)-1H-benzimidazole). As a reaction SMILES: [N:1]1[CH:6]=[CH:5][C:4]([NH:7][C:8]2[CH:13]=[CH:12][CH:11]=[CH:10][C:9]=2[NH2:14])=[CH:3][CH:2]=1.[O:15]1[CH:19]=[CH:18][C:17](/[CH:20]=[CH:21]/[C:22](Cl)=O)=[CH:16]1.N1C=CC(N2C3C=CC=CC=3N=C2/C=C/C2C=CC=CC=2)=CC=1>>[O:15]1[CH:19]=[CH:18][C:17](/[CH:20]=[CH:21]/[C:22]2[N:7]([C:4]3[CH:3]=[CH:2][N:1]=[CH:6][CH:5]=3)[C:8]3[CH:13]=[CH:12][CH:11]=[CH:10][C:9]=3[N:14]=2)=[CH:16]1. Procedure: The titled compound was prepared from N-(4-pyridyl)-o-phenylenediamine and (E)-3-(3-furyl)acryloyl chloride according to the preparation of (E)-1-(4-pyridyl)-2-styryl-1H-benzimidazole (Example 3). MW: 287.32; mp: 171.5-172.5° C.; 1H-NMR (DMSO) δ: 8.88 (2H, dd, J=4.6, 1.7 Hz), 8.07 (1H, br.s), 7.81 (1H, d, J=15.8 Hz), 7.74-7.65 (4H, m), 7.35-7.25 (3H, m), 6.89 (1H, br.s), 6.73 (1H, d, J=15.8 Hz). Reactants: N1=CC=C2CN(C3=C(CN21)C=CC=C3)C(=O)C3=CC=C(C=C3)C(C)=O (1-[4-(4H,10H-pyrazolo[5,1-c][1,4]benzodiazepine-5-carbonyl) phenyl]ethanone), C(C)(C)(C)OC(N(C)C)N(C)C (tert-butoxybis-[dimethylamino]methane). The solvent is ClCCl (dichloromethane). Run at time 2 day. Product: N1=CC=C2CN(C3=C(CN21)C=CC=C3)C(=O)C3=CC=C(C=C3)C(C=CN(C)C)=O (1-[4-(4H,10H-pyrazolo[5,1-c][1,4]benzodiazepine-5-carbonyl)phenyl]-3-(dimethylamino)-prop-2-en-1-one). Yield: 76.4%. RXN SMILES: [N:1]1[N:10]2[C:4]([CH2:5][N:6]([C:15]([C:17]3[CH:22]=[CH:21][C:20]([C:23](=[O:25])[CH3:24])=[CH:19][CH:18]=3)=[O:16])[C:7]3[CH:14]=[CH:13][CH:12]=[CH:11][C:8]=3[CH2:9]2)=[CH:3][CH:2]=1.C(O[CH:31](N(C)C)[N:32]([CH3:34])[CH3:33])(C)(C)C>ClCCl>[N:1]1[N:10]2[C:4]([CH2:5][N:6]([C:15]([C:17]3[CH:18]=[CH:19][C:20]([C:23](=[O:25])[CH:24]=[CH:31][N:32]([CH3:34])[CH3:33])=[CH:21][CH:22]=3)=[O:16])[C:7]3[CH:14]=[CH:13][CH:12]=[CH:11][C:8]=3[CH2:9]2)=[CH:3][CH:2]=1. Reported procedure: A mixture of 1-[4-(4H,10H-pyrazolo[5,1-c][1,4]benzodiazepine-5-carbonyl) phenyl]ethanone (0.73 g), tert-butoxybis-[dimethylamino]methane (0.964 g) in dichloromethane (10 ml) was stirred at room temperature for 2 days. The mixture is concentrated in vacuo and the residue crystallized from dichloromethane-hexane to give 0.65 g of the title compound as yellow crystals, m.p. 225-230° C. The reactants are C([C@H](O)C)(=O)OCC(C)C (isobutyl (R)-lactate), O1CCCC=C1 (3,4-dihydro-2H-pyran), Cl (hydrogen chloride). Reagents/catalysts: [Ag]=O (Silver oxide). The solvent is [Cl-].[Ca+2].[Cl-] (calcium chloride), CN(C=O)C (dimethylformamide). Conditions: time 2 hour. The product is O1C(CCCC1)[C@](C(=O)OCC(C)C)(O)C (isobutyl 2-0-tetrahydropyranyl-(R)-lactate). Isolated yield 89.0%. Reaction SMILES: [C:1]([O:6][CH2:7][CH:8]([CH3:10])[CH3:9])(=[O:5])[C@@H:2]([CH3:4])[OH:3].[O:11]1[CH:16]=[CH:15][CH2:14][CH2:13][CH2:12]1.Cl>CN(C)C=O.[Cl-].[Ca+2].[Cl-].[Ag]=O>[O:11]1[CH2:12][CH2:13][CH2:14][CH2:15][CH:16]1[C@@:2]([CH3:4])([OH:3])[C:1]([O:6][CH2:7][CH:8]([CH3:10])[CH3:9])=[O:5] |f:4.5.6|. Reported procedure: A mixture of isobutyl (R)-lactate (73 g, 0,5 mol, Merck) and 3,4-dihydro-2H-pyran (70 g, 0,83 mol, Merck) was treated with 5M hydrogen chloride in dimethylformamide (4 ml) and set aside at ambient temperature overnight in calcium chloride protected 250 ml round-bottom flask. Silver oxide (15 g) was added, the mixture stirred magnetically for 2 hours and then filtered. The product was isolated by distillation (13 Pa, b.p. 94-96° C.) to provide isobutyl 2-0-tetrahydropyranyl-(R)-lactate (102.5 g, ... Reactants: C(C)(C)(C)OC(=O)NC1(CCN(CC1)C(=O)OC(C)(C)C)C(NC1=CC(=CC=C1)OC(N(C)C)=O)=O (tert-butyl 4-(tert-butoxycarbonylamino)-4-(3-(dimethylcarbamoyloxy)phenylcarbamoyl)piperidine-1-carboxylate), Cl (HCl), Cl.O1CCOCC1 (HCl dioxane). Solvent: CO (MeOH). Run at time 14 hour. The product is CN(C(OC1=CC(=CC=C1)NC(=O)C1(CCNCC1)N)=O)C (3-(4-aminopiperidine-4-carboxamido)phenyl dimethylcarbamate). The yield is 97.9%. As a reaction SMILES: C(OC([NH:8][C:9]1([C:22](=[O:36])[NH:23][C:24]2[CH:29]=[CH:28][CH:27]=[C:26]([O:30][C:31](=[O:35])[N:32]([CH3:34])[CH3:33])[CH:25]=2)[CH2:14][CH2:13][N:12](C(OC(C)(C)C)=O)[CH2:11][CH2:10]1)=O)(C)(C)C.Cl.Cl.O1CCOCC1>CO>[CH3:33][N:32]([CH3:34])[C:31](=[O:35])[O:30][C:26]1[CH:27]=[CH:28][CH:29]=[C:24]([NH:23][C:22]([C:9]2([NH2:8])[CH2:14][CH2:13][NH:12][CH2:11][CH2:10]2)=[O:36])[CH:25]=1 |f:2.3|. Procedure details: To a solution of tert-butyl 4-(tert-butoxycarbonylamino)-4-(3-(dimethylcarbamoyloxy)phenylcarbamoyl)piperidine-1-carboxylate from step A (0.141 g, 0.28 mmol) in MeOH (2 mL) was added HCl (4 N in dioxane, 0.21 mL, 0.84 mmol). The mixture was stirred at room temperature for 14 hours. Further eqivalents of HCl/dioxane were added at this time, and the mixture stirred for a further 24 hours at room temperature. The solvent was removed under vacuum to afford the title compound (0.084 g, 98%), which wa... The reactants are Solution A, CC1C2C=CC(C1C)C2 (5,6-dimethyl-2-norbornene), Solution A, C(O)CN (ethanolamine), antioxidant solution, CC(C)(C)C1=CC(=CC(=C1O)C(C)(C)C)C2=CC(=C(C(=C2)C(C)(C)C)O)C(C)(C)C (Ethyl 712), CC(C)(C)C1=CC(=CC(=C1O)C(C)(C)C)C2=CC(=C(C(=C2)C(C)(C)C)O)C(C)(C)C (Ethyl 712), 4,4-bis[2,6-di-t-butylphenol], C1C=CC2C1C3CC2C=C3 (dicyclopentadiene), CC1C2C=CC(C1C)C2.C=CCCCC.C1C=CC2C1C3CC2C=C3 (5,6-dimethyl-2-norbornene 1-hexene dicyclopentadiene), C1C=CC2C1C3CC2C=C3 (dicyclopentadiene), CC1C2C=CC(C1C)C2 (5,6-dimethyl-2-norbornene), C=CCCCC (1-hexene), [I-].C(C)[Al+]CC (diethylaluminum iodide). The solvent is C1=CC=CC=C1 (benzene), C1=CC=CC=C1 (benzene). The product is CC1C2C=CC(C1C)C2.CCCCCC.C1C=CC2C1C3CC2C=C3 (5,6-dimethyl-2-norbornene 1-hexane dicyclopentadiene). RXN SMILES: [CH3:1][CH:2]1[CH:7]([CH3:8])[CH:6]2[CH2:9][CH:3]1[CH:4]=[CH:5]2.[CH2:10]1C2C3C=CC(C2C=C1)C3.CC1C(C)C2CC1C=C2.C=CCCCC.C1C2C3C=CC(C2C=C1)C3.C=CCCCC.[I-].C([Al+]CC)C.C(CN)O.CC(C1C(O)=C(C(C)(C)C)C=C(C2C=C(C(C)(C)C)C(O)=C(C(C)(C)C)C=2)C=1)(C)C>C1C=CC=CC=1>[CH3:1][CH:2]1[CH:7]([CH3:8])[CH:6]2[CH2:9][CH:3]1[CH:4]=[CH:5]2.[CH3:6][CH2:7][CH2:2][CH2:3][CH2:4][CH3:5].[CH2:1]1[CH:2]2[CH:3]3[CH:4]=[CH:5][CH:6]([CH:7]2[CH:8]=[CH:10]1)[CH2:9]3 |f:2.3.4,6.7,11.12.13|. Procedure: A 2/1 molar ratio of 5,6-dimethyl-2-norbornene to dicyclopentadiene was used to prepare the 5,6-dimethyl-2-norbornene/1-hexene/dicyclopentadiene copolymer of example 13. 500 ml dry benzene cosolvent, 25.7 ml dicyclopentadiene solution (90 wt.% in dry benzene), 46.5 ml 5,6-dimethyl-2-norbornene, 10 ml of the 1-hexene solution, and 6 ml of the diethylaluminum iodide solution were charged to a dry, nitrogen-purged quart bottle. 7.5 ml of the MoCl5 solution was charged last with shaking. Polymerizat... The reactants are Cl (hydrochloric acid), C(#N)[BH3-].[Na+] (Sodium cyanoborohydride), C(C)(C)OC1=CC=C(C=O)C=C1 (p-isopropoxybenzaldehyde), C(C)(=O)[O-].[NH4+] (ammonium acetate). Solvent: CO (methanol). Conditions: time 40 hour. Product: C(C)(C)OC1=CC=C(CN)C=C1 (p-isopropoxybenzylamine). The yield is 14.2%. Reaction SMILES: [C:1]([BH3-])#[N:2].[Na+].[CH:5]([O:8][C:9]1[CH:16]=[CH:15][C:12](C=O)=[CH:11][CH:10]=1)([CH3:7])[CH3:6].C([O-])(=O)C.[NH4+].Cl>CO>[CH:5]([O:8][C:9]1[CH:16]=[CH:15][C:12]([CH2:1][NH2:2])=[CH:11][CH:10]=1)([CH3:7])[CH3:6] |f:0.1,3.4|. Procedure: Sodium cyanoborohydride (330 mg) was added to a solution of 770 mg of p-isopropoxybenzaldehyde and 4.0 g of ammonium acetate in 20 ml of methanol, and the mixture was stirred at room temperature for 40 hours. The reaction mixture was adjusted to pH 2 or less by addition of concentrated hydrochloric acid, and then concentrated. The residue was dissolved in water and the solution was washed with ethyl acetate. The aqueous layer was adjusted to pH 11 or more by addition of solid potassium hydroxide... Reactants: [N+](=O)(O)[O-].CC=1NC=C(N1)C1=CC(=CC=C1)C (2-Methyl-4-(3-methyl-phenyl)-1H-imidazole nitrate), S(O)(O)(=O)=O (sulfuric acid), C([O-])([O-])=O.[Na+].[Na+] (sodium carbonate). Run in O (water). Conditions: temperature 90 celsius. Product: CC=1NC=C(N1)C1=CC(=C(C=C1)[N+](=O)[O-])C (2-Methyl-4-(3-methyl-4-nitro-phenyl)-1H-imidazole). The yield is 36.1%. Reaction SMILES: [N+:1]([O-:4])(O)=[O:2].[CH3:5][C:6]1[NH:7][CH:8]=[C:9]([C:11]2[CH:16]=[CH:15][CH:14]=[C:13]([CH3:17])[CH:12]=2)[N:10]=1.S(=O)(=O)(O)O.C(=O)([O-])[O-].[Na+].[Na+]>O>[CH3:5][C:6]1[NH:7][CH:8]=[C:9]([C:11]2[CH:16]=[CH:15][C:14]([N+:1]([O-:4])=[O:2])=[C:13]([CH3:17])[CH:12]=2)[N:10]=1 |f:0.1,3.4.5|. Procedure: 2-Methyl-4-(3-methyl-phenyl)-1H-imidazole nitrate (15 g) was added portionwise to 96% sulfuric acid (40 ml) at room temperature. The resulting solution was heated at 90° C. for one hour, cooled, diluted with water (200 ml) and neutralized with aqueous sodium carbonate. The solid which separated out was filtered off, and the filtrate was made strongly alkaline with 10% sodium hydroxide. The base which precipitated was filtered off and dried to give 5 g of the title compound sufficiently pure to b... The reactants are [Cl-].[In+3].[Cl-].[Cl-] (indium(III) chloride), FC(C(=O)O)(F)F (trifluoroacetic acid), FC=1C=C2C=CNC2=C(C1)CS(=O)(=O)C (5-Fluoro-7-[(methylsulfonyl)methyl]-1H-indole), ClC1=C(C=CC(=C1)F)C(C1C(C1)C#N)O (2-[(2-Chloro-4-fluorophenyl)(hydroxy)methyl]cyclopropanecarbonitrile). Run in ClCCCl (1,2-dichloroethane), ClCCl (dichloromethane). Product: ClC1=C(C=CC(=C1)F)C(C1C(C1)C#N)C1=CNC2=C(C=C(C=C12)F)CS(=O)(=O)C (2-[(2-Chloro-4-fluorophenyl){5-fluoro-7-[(methylsulfonyl)methyl]-1H-indol-3-yl}methyl]cyclopropanecarbonitrile). As a reaction SMILES: [Cl-].[In+3].[Cl-].[Cl-].FC(F)(F)C(O)=O.[F:12][C:13]1[CH:14]=[C:15]2[C:19](=[C:20]([CH2:22][S:23]([CH3:26])(=[O:25])=[O:24])[CH:21]=1)[NH:18][CH:17]=[CH:16]2.[Cl:27][C:28]1[CH:33]=[C:32]([F:34])[CH:31]=[CH:30][C:29]=1[CH:35](O)[CH:36]1[CH2:38][CH:37]1[C:39]#[N:40]>ClCCCl.ClCCl>[Cl:27][C:28]1[CH:33]=[C:32]([F:34])[CH:31]=[CH:30][C:29]=1[CH:35]([C:16]1[C:15]2[C:19](=[C:20]([CH2:22][S:23]([CH3:26])(=[O:24])=[O:25])[CH:21]=[C:13]([F:12])[CH:14]=2)[NH:18][CH:17]=1)[CH:36]1[CH2:38][CH:37]1[C:39]#[N:40] |f:0.1.2.3|. Reported procedure: 1.62 g (7.31 mmol) of indium(III) chloride and 0.92 ml (12.0 mmol) of trifluoroacetic acid were added to 1.89 g (6.65 mmol) of the compound from Example 87A with a purity of 80% and 1.50 g (6.65 mmol) of the compound from Example 161A under argon in 75 ml of 1,2-dichloroethane, and the mixture was heated under reflux overnight. It was diluted with dichloromethane and washed with water and saturated aqueous sodium bicarbonate solution, dried over magnesium sulfate, filtered and concentrated. The ... Starting materials: CCOCC, C[Si](C)(C)[N-][Si](C)(C)C, CN(C)C=O, CC1CN(c2ccc(C(F)(F)F)cc2)C(C)CN1C(=O)CCl, [Li+], O=[N+]([O-])c1ccc(NC2CCC(O)CC2)cc1C(F)(F)F, C1CCOC1. Product: CC1CN(c2ccc(C(F)(F)F)cc2)C(C)CN1C(=O)COC1CCC(Nc2ccc([N+](=O)[O-])c(C(F)(F)F)c2)CC1. As a reaction SMILES: [CH2:64]([O:65][CH2:66][CH3:67])[CH3:68].[CH3:22][Si:23]([N-:24][Si:25]([CH3:26])([CH3:27])[CH3:28])([CH3:29])[CH3:30].[CH3:54][N:55]([CH3:56])[CH:57]=[O:58].[Cl:32][CH2:33][C:34](=[O:35])[N:36]1[CH:37]([CH3:53])[CH2:38][N:39]([c:43]2[cH:44][cH:45][c:46]([C:49]([F:50])([F:51])[F:52])[cH:47][cH:48]2)[CH:40]([CH3:42])[CH2:41]1.[Li+:31].[N+:1](=[O:2])([O-:3])[c:4]1[c:5]([C:18]([F:19])([F:20])[F:21])[cH:6][c:7]([NH:10][CH:11]2[CH2:12][CH2:13][CH:14]([OH:17])[CH2:15][CH2:16]2)[cH:8][cH:9]1.[O:59]1[CH2:60][CH2:61][CH2:62][CH2:63]1>>[N+:1](=[O:2])([O-:3])[c:4]1[c:5]([C:18]([F:19])([F:20])[F:21])[cH:6][c:7]([NH:10][CH:11]2[CH2:12][CH2:13][CH:14]([O:17][CH2:33][C:34](=[O:35])[N:36]3[CH:37]([CH3:53])[CH2:38][N:39]([c:43]4[cH:44][cH:45][c:46]([C:49]([F:50])([F:51])[F:52])[cH:47][cH:48]4)[CH:40]([CH3:42])[CH2:41]3)[CH2:15][CH2:16]2)[cH:8][cH:9]1.